describe an organic reaction: reactants, conditions, products, and yield From a dataset of the Open Reaction Database (ORD), a public repository of structured organic reaction records. Starting materials: COC(=O)c1cnn2cc(OC)cc(Br)c12, COC(=O)c1cnn2cc(Br)cc(OC)c12, Br, CCOC(C)=O, [Na+], [OH-]. Product: COc1cc(Br)cn2nccc12. Reaction SMILES: [Br:17][c:18]1[c:19]2[n:20]([n:21][cH:22][c:23]2[C:24]([O:25][CH3:26])=[O:27])[cH:28][c:29]([O:30][CH3:31])[cH:32]1.[Br:1][c:2]1[cH:3][c:4]([O:15][CH3:16])[c:5]2[n:6]([cH:7]1)[n:8][cH:9][c:10]2[C:11]([O:12][CH3:13])=[O:14].[BrH:33].[CH3:36][CH2:37][O:38][C:39](=[O:40])[CH3:41].[Na+:35].[OH-:34]>>[Br:1][c:2]1[cH:3][c:4]([O:15][CH3:16])[c:5]2[n:6]([cH:7]1)[n:8][cH:9][cH:10]2.